From a dataset of the Open Reaction Database (ORD), a public repository of structured organic reaction records. describe an organic reaction: reactants, conditions, products, and yield The reactants are IC1=CC=C(N)C=C1 (p-iodoaniline), C(C1=CC=CC=C1)=O (benzaldehyde), solution, B (borane). The solvent is C(OC)COC (glyme), O1CCCC1 (tetrahydrofuran). The product is C(C1=CC=CC=C1)NC1=CC=C(C=C1)I (N-benzyl-p-iodoaniline). As a reaction SMILES: [I:1][C:2]1[CH:8]=[CH:7][C:5]([NH2:6])=[CH:4][CH:3]=1.[CH:9](=O)[C:10]1[CH:15]=[CH:14][CH:13]=[CH:12][CH:11]=1.B>C(COC)OC.O1CCCC1>[CH2:9]([NH:6][C:5]1[CH:7]=[CH:8][C:2]([I:1])=[CH:3][CH:4]=1)[C:10]1[CH:15]=[CH:14][CH:13]=[CH:12][CH:11]=1. Procedure: 2.19 Grams of p-iodoaniline and 1.06 g of benzaldehyde were dissolved in 50 ml of glyme and the resulting solution heated to 60° for two hours. The temperature was maintained for an additional hour after the addition of 30 ml of a 1 M solution of borane in tetrahydrofuran. The excess boron hydride was then destroyed by the addition of about 10 ml of methanol. To this mixture was added 100 ml of a 0.3 M solution of sodium hydroxide and the resulting solution extracted with 100 ml of ether to yiel... The reactants are CC1(C(=NC2=CC=C(C=C2C1)C(=O)OC)C1=CC(=CC=C1)S(NC1CN(CC1)C)(=O)=O)C (methyl 3,3-dimethyl-2-(3-(N-(1-methylpyrrolidin-3-yl)sulfamoyl)phenyl)-3,4-dihydroquinoline-6-carboxylate). The reagents and catalysts are [Pd] (Pd/C). Run in CO (methanol), O1CCCC1 (tetrahydrofuran). Product: CC1(C(NC2=CC=C(C=C2C1)C(=O)OC)C1=CC(=CC=C1)S(NC1CN(CC1)C)(=O)=O)C (methyl 3,3-dimethyl-2-(3-(N-(1-methylpyrrolidin-3-yl)sulfamoyl)phenyl)-1,2,3,4-tetrahydroquinoline-6-carboxylate). Yield: 92.7%. As a reaction SMILES: [CH3:1][C:2]1([CH3:32])[CH2:11][C:10]2[C:5](=[CH:6][CH:7]=[C:8]([C:12]([O:14][CH3:15])=[O:13])[CH:9]=2)[N:4]=[C:3]1[C:16]1[CH:21]=[CH:20][CH:19]=[C:18]([S:22](=[O:31])(=[O:30])[NH:23][CH:24]2[CH2:28][CH2:27][N:26]([CH3:29])[CH2:25]2)[CH:17]=1>CO.O1CCCC1.[Pd]>[CH3:1][C:2]1([CH3:32])[CH2:11][C:10]2[C:5](=[CH:6][CH:7]=[C:8]([C:12]([O:14][CH3:15])=[O:13])[CH:9]=2)[NH:4][CH:3]1[C:16]1[CH:21]=[CH:20][CH:19]=[C:18]([S:22](=[O:31])(=[O:30])[NH:23][CH:24]2[CH2:28][CH2:27][N:26]([CH3:29])[CH2:25]2)[CH:17]=1. Procedure details: A mixture of methyl 3,3-dimethyl-2-(3-(N-(1-methylpyrrolidin-3-yl)sulfamoyl)phenyl)-3,4-dihydroquinoline-6-carboxylate (152 mg, 0.33 mmol) and 10% Pd/C (100 mg) in methanol (3 mL) and tetrahydrofuran (3 mL) was hydrogenated by a H2 balloon at 30° C. After filtration, the filtrated was concentrated and purified on preparative Thin layer chromatography to afford 140 mg of methyl 3,3-dimethyl-2-(3-(N-(1-methylpyrrolidin-3-yl)sulfamoyl)phenyl)-1,2,3,4-tetrahydroquinoline-6-carboxylate as a white sol... Reactants: C(C)N1CCN(CC1)C1=NC(=CC2=CC=CC=C12)C1=CC(=C(C(=C1)F)OCC1=CC=CC=C1)F (1-(4-ethylpiperazin-1-yl)-3-(4-benzyloxy-3,5-difluorophenyl)isoquinoline), Cl (hydrochloride), Cl (hydrochloride). The reagents and catalysts are [Pd] (palladium/carbon). The solvent is CO (methanol). Product: C(C)N1CCN(CC1)C1=NC(=CC2=CC=CC=C12)C1=CC(=C(C(=C1)F)O)F (1-(4-ethylpiperazin-1-yl)-3-(3,5-difluoro-4-hydroxyphenyl)isoquinoline). The yield is 64.9%. Reaction SMILES: [CH2:1]([N:3]1[CH2:8][CH2:7][N:6]([C:9]2[C:18]3[C:13](=[CH:14][CH:15]=[CH:16][CH:17]=3)[CH:12]=[C:11]([C:19]3[CH:24]=[C:23]([F:25])[C:22]([O:26]CC4C=CC=CC=4)=[C:21]([F:34])[CH:20]=3)[N:10]=2)[CH2:5][CH2:4]1)[CH3:2].Cl>CO.[Pd]>[CH2:1]([N:3]1[CH2:8][CH2:7][N:6]([C:9]2[C:18]3[C:13](=[CH:14][CH:15]=[CH:16][CH:17]=3)[CH:12]=[C:11]([C:19]3[CH:24]=[C:23]([F:25])[C:22]([OH:26])=[C:21]([F:34])[CH:20]=3)[N:10]=2)[CH2:5][CH2:4]1)[CH3:2]. Procedure: The resulting 1-(4-ethylpiperazin-1-yl)-3-(4-benzyloxy-3,5-difluorophenyl)isoquinoline (6.44 g) was converted into a hydrochloride in a conventional manner. The hydrochloride was dissolved in methanol (200 ml), followed by the addition of 10% palladium/carbon catalyst (0.48 g), and then the catalytic reduction was conducted at atmospheric pressure overnight. The catalyst was filtered off, while the solvent was evaporated. Water was added to the resulting residue, followed by the addition of an a... Starting materials: C(C)(C)OC(=O)C=1N=CC=2NC3=CC=C(C=C3C2C1COC)N (6-amino-4-methoxymethyl-β-carboline-3-carboxylic acid isopropyl ester), C(C(C)C)N (isobutylamine). Reagents/catalysts: [O-2].[O-2].[Mn+4] (manganese dioxide). Run in COCCOC (ethylene glycol dimethyl ether). The product is C(C)(C)OC(=O)C=1N=CC=2NC3=CC=C4C(=C3C2C1COC)NC(=N4)C(C)C (2-isopropyl-10-methoxymethyl-1H-imidazo[4,5-g]-β-carboline-9-carboxylic acid isopropyl ester). Reaction SMILES: [CH:1]([O:4][C:5]([C:7]1[N:8]=[CH:9][C:10]2[NH:11][C:12]3[C:17]([C:18]=2[C:19]=1[CH2:20][O:21][CH3:22])=[CH:16][C:15]([NH2:23])=[CH:14][CH:13]=3)=[O:6])([CH3:3])[CH3:2].[CH2:24]([NH2:28])[CH:25]([CH3:27])[CH3:26]>COCCOC.[O-2].[O-2].[Mn+4]>[CH:1]([O:4][C:5]([C:7]1[N:8]=[CH:9][C:10]2[NH:11][C:12]3[C:17]([C:18]=2[C:19]=1[CH2:20][O:21][CH3:22])=[C:16]1[NH:28][C:24]([CH:25]([CH3:27])[CH3:26])=[N:23][C:15]1=[CH:14][CH:13]=3)=[O:6])([CH3:3])[CH3:2] |f:3.4.5|. Procedure: 627 mg of 6-amino-4-methoxymethyl-β-carboline-3-carboxylic acid isopropyl ester is stirred in 10 ml of ethylene glycol dimethyl ether with 1.6 g of manganese dioxide and 0.98 ml of isobutylamine for 16 hours at room temperature. The reaction mixture is filtered on Celite, the filtrate is concentrated by evaporation and chromatographed on silica gel with methylene chloride and ethanol=10+1. 499 mg of 2-isopropyl-10-methoxymethyl-1H-imidazo[4,5-g]-β-carboline-9-carboxylic acid isopropyl ester (oil...